Task: describe an organic reaction: reactants, conditions, products, and yield. Dataset: the Open Reaction Database (ORD), a public repository of structured organic reaction records Isolated yield 50.4%. Yields the product C(C=C)NC=1N=C(C2=C(N1)C(=CS2)C)NC(NC(C)(C)C)=O (2-Allylamino-4-(t-butylcarbamoyl)amino-7-methylthieno[3,2-d]pyrimidine). Starting materials: C(C)(=O)OCC.CCCCCC (ethyl acetate hexane), C(C)(C)(C)N (t-butylamine), C(C)(C)(C)OC(=O)OC(=O)OC(C)(C)C (di-t-butyldicarbonate), N,N-dimethylaminopiridine, C(C=C)NC=1N=C(C2=C(N1)C(=CS2)C)N (2-allylamino-4-amino-7-methylthieno[3,2-d]pyrimidine). Reported procedure: To a solution of 306 mg (1.4 mmol) of di-t-butyldicarbonate in acetonitrile was added 122 mg (1.0 mmol) of N,N-dimethylaminopiridine at room temperature, followed by stirring for 20 minutes. 220 mg (1.0 mmol) of 2-allylamino-4-amino-7-methylthieno[3,2-d]pyrimidine was added to the reaction solution, followed by stirring at room temperature for 2 hours. Further, after 102 mg (1.4 mmol) of t-butylamine was added to the mixture, the reaction mixture was subjected to heating under reflux for 16 hour... Run at time 20 minute. As a reaction SMILES: [C:1]([O:5]C(OC(OC(C)(C)C)=O)=O)(C)(C)C.[CH2:16]([NH:19][C:20]1[N:21]=[C:22]([NH2:30])[C:23]2[S:28][CH:27]=[C:26]([CH3:29])[C:24]=2[N:25]=1)[CH:17]=[CH2:18].[C:31]([NH2:35])([CH3:34])([CH3:33])[CH3:32].C(OCC)(=O)C.CCCCCC>C(#N)C>[CH2:16]([NH:19][C:20]1[N:21]=[C:22]([NH:30][C:1](=[O:5])[NH:35][C:31]([CH3:34])([CH3:33])[CH3:32])[C:23]2[S:28][CH:27]=[C:26]([CH3:29])[C:24]=2[N:25]=1)[CH:17]=[CH2:18] |f:3.4|. The solvent is C(C)#N (acetonitrile).